Dataset: the Open Reaction Database (ORD), a public repository of structured organic reaction records. Task: describe an organic reaction: reactants, conditions, products, and yield Starting materials: Cl.NC=1C(OC(=CC1O)C1=CC=CC=C1)=O (3 -amino-4 -hydroxy-6-phenyl-2H-pyran-2 -one hydrochloride), C(#N)[BH3-].[Na+] (sodium cyanoborohydride), C(C)(=O)O (acetic acid), C(C1=CC=CC=C1)=O (benzaldehyde). The solvent is CN(C=O)C (dimethylformamide). Yields the product OC1=C(C(OC(=C1)C1=CC=CC=C1)=O)NCC1=CC=CC=C1 (4-Hydroxy-6-phenyl-3-[(phenylmethyl)amino]-2H-pyran-2-one). RXN SMILES: Cl.[NH2:2][C:3]1[C:4](=[O:16])[O:5][C:6]([C:10]2[CH:15]=[CH:14][CH:13]=[CH:12][CH:11]=2)=[CH:7][C:8]=1[OH:9].C(O)(=O)C.[CH:21](=O)[C:22]1[CH:27]=[CH:26][CH:25]=[CH:24][CH:23]=1.C([BH3-])#N.[Na+]>CN(C)C=O>[OH:9][C:8]1[CH:7]=[C:6]([C:10]2[CH:15]=[CH:14][CH:13]=[CH:12][CH:11]=2)[O:5][C:4](=[O:16])[C:3]=1[NH:2][CH2:21][C:22]1[CH:27]=[CH:26][CH:25]=[CH:24][CH:23]=1 |f:0.1,4.5|. Reported procedure: The title compound was prepared by method D using 3 -amino-4 -hydroxy-6-phenyl-2H-pyran-2 -one hydrochloride (0.500 g, 2.08 mmol), 1% acetic acid in dimethylformamide (20 mL), benzaldehyde (0.233 mL, 2.29 mmol), sodium cyanoborohydride (0.144 g, 2.29 mmol). m.p. dec. 205° C., 1H NMR (250 MHZ, DMSO-d6) δ4.37 (s, 2 H), 6.56 (s, 1 H), 7.27 (m, 5 H), 7.45 (m, 3 H), 7.67 (m, 2 H). The reactants are CO, CC1OC1(Cn1cncn1)c1ccc(F)cc1F, O=P([O-])([O-])[O-], O, COC(=O)CCS. Yields the product CC(S)C(O)(Cn1cncn1)c1ccc(F)cc1F. Reaction SMILES: [CH3:31][OH:32].[F:1][c:2]1[c:3]([C:9]2([CH2:13][n:14]3[n:15][cH:16][n:17][cH:18]3)[O:10][CH:11]2[CH3:12])[cH:4][cH:5][c:6]([F:8])[cH:7]1.[O-:26][P:27](=[O:28])([O-:29])[O-:30].[OH2:33].[SH:19][CH2:20][CH2:21][C:22]([O:23][CH3:24])=[O:25]>>[F:1][c:2]1[c:3]([C:9]([OH:10])([CH:11]([CH3:12])[SH:19])[CH2:13][n:14]2[n:15][cH:16][n:17][cH:18]2)[cH:4][cH:5][c:6]([F:8])[cH:7]1. Reactants: FC(C(=O)O)(F)F (trifluoroacetic acid), CNC(NN)=S (4-methyl-3-thiosemicarbazide), FC(C(=O)F)(F)F (trifluoroacetylfluoride). Product: FC(C1=NN=C(N1C)S)(F)F (3-trifluoromethyl-4-methyl-5-mercapto-1,2,4 triazole). As a reaction SMILES: [F:1][C:2]([F:7])([F:6])[C:3](O)=O.[CH3:8][NH:9][C:10](=[S:13])[NH:11][NH2:12].FC(F)(F)C(F)=O>>[F:1][C:2]([F:7])([F:6])[C:3]1[N:9]([CH3:8])[C:10]([SH:13])=[N:11][N:12]=1. Reported procedure: This exemplified compound may be readily synthesized by the reaction of methyl isocyanate with hydrazine to give 4-methyl-3-thiosemicarbazide followed by cyclocondensation with trifluoroacetic acid as described in U.S. Pat. No. 4,477,459. This compound may also be prepared by the reaction of 4-methyl-3-thiosemicarbazide with trifluoroacetylfluoride and heat (U.S. Pat. No. 3,780,052). The reactants are FC1=C(C(=C(C(=C1O)F)F)F)F (pentafluorophenol), [H-].[Na+] (sodium hydride), ClC=1C=CC(=C(C1)N(C(OC(C)(C)C)=O)C)[N+](=O)[O-] (t-butyl N-(5-chloro-2-nitrophenyl)-N-methylcarbamate). Run in CN(C=O)C (N,N-dimethylformamide). The product is CNC1=C(C=CC(=C1)OC1=C(C(=C(C(=C1F)F)F)F)F)[N+](=O)[O-] (N-Methyl-N-[2-nitro-5-(pentafluorophenoxy)phenyl]amine). The yield is 19.0%. As a reaction SMILES: [H-].[Na+].[F:3][C:4]1[C:9]([OH:10])=[C:8]([F:11])[C:7]([F:12])=[C:6]([F:13])[C:5]=1[F:14].Cl[C:16]1[CH:17]=[CH:18][C:19]([N+:31]([O-:33])=[O:32])=[C:20]([N:22](C)[C:23](=O)OC(C)(C)C)[CH:21]=1>CN(C)C=O>[CH3:23][NH:22][C:20]1[CH:21]=[C:16]([O:10][C:9]2[C:4]([F:3])=[C:5]([F:14])[C:6]([F:13])=[C:7]([F:12])[C:8]=2[F:11])[CH:17]=[CH:18][C:19]=1[N+:31]([O-:33])=[O:32] |f:0.1|. Reported procedure: To a suspension of sodium hydride (55 wt. %, 1.66 g) in anhydrous N,N-dimethylformamide (50 ml) was added pentafluorophenol (6.38 g). The mixture was stirred at ambient temperature for several minutes. To this mixture was added t-butyl N-(5-chloro-2-nitrophenyl)-N-methylcarbamate (10 g) in small portions and the mixture was stirred at 150° C. for 15 hours. The reaction mixture was concentrated and the residue was partitioned between ethyl acetate and water. The extract was dried over anhydrous s... Reactants: CC(C)(C)c1ccc(-c2cc(Cl)ncn2)cc1, C1COCCO1, [Na+], [OH-], Oc1ccc2[nH]ccc2c1. The product is CC(C)(C)c1ccc(-c2cc(Oc3ccc4[nH]ccc4c3)ncn2)cc1. Reaction SMILES: [C:1]([CH3:2])([CH3:3])([CH3:4])[c:5]1[cH:6][cH:7][c:8](-[c:11]2[n:12][cH:13][n:14][c:15]([Cl:17])[cH:16]2)[cH:9][cH:10]1.[CH2:30]1[O:31][CH2:32][CH2:33][O:34][CH2:35]1.[Na+:29].[OH-:28].[OH:18][c:19]1[cH:20][c:21]2[cH:22][cH:23][nH:24][c:25]2[cH:26][cH:27]1>>[C:1]([CH3:2])([CH3:3])([CH3:4])[c:5]1[cH:6][cH:7][c:8](-[c:11]2[n:12][cH:13][n:14][c:15]([O:18][c:19]3[cH:20][c:21]4[cH:22][cH:23][nH:24][c:25]4[cH:26][cH:27]3)[cH:16]2)[cH:9][cH:10]1. Starting materials: [OH-].[Na+] (caustic soda), O (water), C(C=1C(O)=CC=CC1)(=O)OC (methyl salicylate), C(C=1C(O)=CC=CC1)(=O)OC (methyl salicylate), ClCC1=CC=C(C=C1)CCl (α,α'-dichloro-p-xylene). Run in C1(=CC=CC=C1)C (toluene), C1(=CC=CC=C1)C (toluene). Run at temperature 100 celsius, time 2 hour. The product is C(C=1C(O)=CC=CC1)(=O)O (salicylic acid), 705. As a reaction SMILES: [C:1]([O:10]C)(=[O:9])[C:2]1[C:3](=[CH:5][CH:6]=[CH:7][CH:8]=1)[OH:4].ClCC1C=CC(CCl)=CC=1.[OH-].[Na+].O>C1(C)C=CC=CC=1>[C:1]([OH:10])(=[O:9])[C:2]1[C:3](=[CH:5][CH:6]=[CH:7][CH:8]=1)[OH:4] |f:2.3|. Procedure details: In a reactor equipped with a thermometer and a stirrer, 913 parts of methyl salicylate were charged, followed by heating to 100°-110° C. At the same temperature, 525 parts of α,α'-dichloro-p-xylene were charged in portions over 5 hours. The resulting mixture was subjected to aging at 150° C. for 2 hours. The pressure of the reactor was reduced to 10 mmHg by a pump and unreacted methyl salicylate was separated for reuse at 150°-180° C. After allowed to cool down to 100° C., 350 ml of toluene were... Reactants: C1=CC=CC=2NC3=C(NC(C21)=O)C=CC=C3 (5,10-Dihydro-dibenzo[b,e][1,4]diazepine-11-one), CN(CCN)C (N,N-dimethylethylenediamine). Yields the product C1=CC=CC=2NC3=C(N=C(C21)NCCN(C)C)C=CC=C3 (N′-(5H-Dibenzo[b,e][1,4]diazepine-11-yl)-N,N-dimethyl-ethane-1,2-diamine). Yield: 27.1%. Reaction SMILES: [CH:1]1[C:11]2[C:10](=O)[NH:9][C:8]3[CH:13]=[CH:14][CH:15]=[CH:16][C:7]=3[NH:6][C:5]=2[CH:4]=[CH:3][CH:2]=1.[CH3:17][N:18]([CH3:22])[CH2:19][CH2:20][NH2:21]>>[CH:1]1[C:11]2[C:10]([NH:21][CH2:20][CH2:19][N:18]([CH3:22])[CH3:17])=[N:9][C:8]3[CH:13]=[CH:14][CH:15]=[CH:16][C:7]=3[NH:6][C:5]=2[CH:4]=[CH:3][CH:2]=1. Reported procedure: 5,10-Dihydro-dibenzo[b,e][1,4]diazepine-11-one (160FE15A) (21 mg, 0.1 mmol) and N,N-dimethylethylenediamine (88 mg, 1.0 mmol) were reacted according to GP4 to give 7.6 mg of the title compound (160FE20B). MS (ESI) 281 (MH+). Purity for MH+ (UV/MS) 100/100.